describe an organic reaction: reactants, conditions, products, and yield From a dataset of the Open Reaction Database (ORD), a public repository of structured organic reaction records. Starting materials: C(CCC)[SnH](CCCC)CCCC (tributyltin hydride), C(C=CC)N(C(C(C1=CC=CC=C1)Cl)=O)C1=CC(=CC=C1)C(F)(F)F (N-(2-Butenyl)-N-(3-trifluoromethylphenyl)-2-chloro-2-phenylacetamide), CC(C)(C#N)N=NC(C)(C)C#N (α,α-azobisisobutyronitrile). Solvent: C1=CC=CC=C1 (benzene). Run at time 70 minute. The product is C(C)C1C(C(N(C1)C1=CC(=CC=C1)C(F)(F)F)=O)C1=CC=CC=C1 (4-ethyl-3-phenyl-1-(3-trifluoromethylphenyl)-2-pyrrolidinone). Reaction SMILES: [CH2:1]([N:5]([C:16]1[CH:21]=[CH:20][CH:19]=[C:18]([C:22]([F:25])([F:24])[F:23])[CH:17]=1)[C:6](=[O:15])[CH:7](Cl)[C:8]1[CH:13]=[CH:12][CH:11]=[CH:10][CH:9]=1)[CH:2]=[CH:3][CH3:4].C([SnH](CCCC)CCCC)CCC.CC(N=NC(C#N)(C)C)(C#N)C>C1C=CC=CC=1>[CH2:3]([CH:2]1[CH2:1][N:5]([C:16]2[CH:21]=[CH:20][CH:19]=[C:18]([C:22]([F:25])([F:24])[F:23])[CH:17]=2)[C:6](=[O:15])[CH:7]1[C:8]1[CH:13]=[CH:12][CH:11]=[CH:10][CH:9]=1)[CH3:4]. Reported procedure: N-(2-Butenyl)-N-(3-trifluoromethylphenyl)-2-chloro-2-phenylacetamide (1.5 g) was added to 15 ml of benzene, followed by the addition of 1.2 g of tributyltin hydride and an extremely small amount of α,α-azobisisobutyronitrile (AIBN) under stirring at the refluxing temperature. After the reaction mixture was continuously stirred for 70 minutes, 40 ml of saturated saline were added, followed by extraction with toluene. After the extract was dried over anhydrous magnesium sulfate, the extract was co... Starting materials: ClC1=C(C=CC(=C1)Cl)CC(CCC(=O)O)=O (5-(2',4'-dichlorophenyl)-4-ketopentanoic acid), C(C)O (ethanol), S(O)(O)(=O)=O (sulfuric acid), C(C)O (ethanol). The solvent is C1(=CC=CC=C1)C (toluene). The product is ClC1=C(C=CC(=C1)Cl)CC(CCC(=O)OCC)=O (ethyl 5-(2',4'-dichlorophenyl)-4-ketopentanoate). Yield: 46.0%. RXN SMILES: [Cl:1][C:2]1[CH:7]=[C:6]([Cl:8])[CH:5]=[CH:4][C:3]=1[CH2:9][C:10](=[O:16])[CH2:11][CH2:12][C:13]([OH:15])=[O:14].S(=O)(=O)(O)O.[CH2:22](O)[CH3:23]>C1(C)C=CC=CC=1>[Cl:1][C:2]1[CH:7]=[C:6]([Cl:8])[CH:5]=[CH:4][C:3]=1[CH2:9][C:10](=[O:16])[CH2:11][CH2:12][C:13]([O:15][CH2:22][CH3:23])=[O:14]. Procedure: A 1-liter R.B. flask was equipped with a magnetic stirrer and charged with 104.13 g (0.400 mol) of 5-(2',4'-dichlorophenyl)-4-ketopentanoic acid dissolved in 250 ml of ethanol and 250 ml of toluene. To this solution was added 5 ml of concentrated sulfuric acid, and the reaction mixture was refluxed through a Soxhlet extractor containing 300 g of Type 3A molecular sieves for 24 hours. The mixture was cooled and 300 ml of the solvent removed on the Rotary Evaporator. The residue was taken up in 30... Reactants: COc1ccc(Cn2nnc(CC(=O)O)n2)cc1, O=S(Cl)Cl. The product is COc1ccc(Cn2nnc(CC(=O)Cl)n2)cc1. As a reaction SMILES: [CH3:1][O:2][c:3]1[cH:4][cH:5][c:6]([CH2:7][n:8]2[n:9][c:10]([CH2:13][C:14](=[O:15])[OH:16])[n:11][n:12]2)[cH:17][cH:18]1.[S:19]([Cl:20])([Cl:21])=[O:22]>>[CH3:1][O:2][c:3]1[cH:4][cH:5][c:6]([CH2:7][n:8]2[n:9][c:10]([CH2:13][C:14](=[O:15])[Cl:21])[n:11][n:12]2)[cH:17][cH:18]1. Reactants: C([O-])([O-])=O.[Na+].[Na+] (sodium carbonate), C([O-])([O-])=O.[Na+].[Na+] (sodium carbonate), O (water), FC(C(=O)N(CC1=CC(=CC=C1)CCNC1=NC=C(N(C1=O)CC(=O)NCC=1C=C2C(=CNC2=CC1)C)C)CCOC)(F)F (2,2,2-Trifluoro-N-(2-methoxyethyl)N-[3-(2-{[5-methyl-4-(2-{[(3-methyl-1H-indol-5-yl)methyl]amino}-2-oxoethyl)-3-oxo-3,4-dihydro-2 pyrazinyl]amino}ethyl)benzyl]acetamide). Solvent: CO (methanol). Conditions: temperature 50 celsius, time 56 hour. Yields the product COCCNCC=1C=C(CCNC=2C(N(C(=CN2)C)CC(=O)NCC=2C=C3C(=CNC3=CC2)C)=O)C=CC1 (2-[3-[(3{[(2-Methoxyethyl)amino]methyl}phenethyl)amino]-6-methyl-2-oxo-1(2H)-pyrazinyl]-N-[(3-methyl-1H-indol-5-yl)methyl]acetamide). Reaction SMILES: FC(F)(F)C([N:5]([CH2:39][CH2:40][O:41][CH3:42])[CH2:6][C:7]1[CH:12]=[CH:11][CH:10]=[C:9]([CH2:13][CH2:14][NH:15][C:16]2[C:21](=[O:22])[N:20]([CH2:23][C:24]([NH:26][CH2:27][C:28]3[CH:29]=[C:30]4[C:34](=[CH:35][CH:36]=3)[NH:33][CH:32]=[C:31]4[CH3:37])=[O:25])[C:19]([CH3:38])=[CH:18][N:17]=2)[CH:8]=1)=O.C(=O)([O-])[O-].[Na+].[Na+].O>CO>[CH3:42][O:41][CH2:40][CH2:39][NH:5][CH2:6][C:7]1[CH:8]=[C:9]([CH:10]=[CH:11][CH:12]=1)[CH2:13][CH2:14][NH:15][C:16]1[C:21](=[O:22])[N:20]([CH2:23][C:24]([NH:26][CH2:27][C:28]2[CH:29]=[C:30]3[C:34](=[CH:35][CH:36]=2)[NH:33][CH:32]=[C:31]3[CH3:37])=[O:25])[C:19]([CH3:38])=[CH:18][N:17]=1 |f:1.2.3|. Procedure details: 2,2,2-Trifluoro-N-(2-methoxyethyl)N-[3-(2-{[5-methyl-4-(2-{[(3-methyl-1H-indol-5-yl)methyl]amino}-2-oxoethyl)-3-oxo-3,4-dihydro-2 pyrazinyl]amino}ethyl)benzyl]acetamide (preperation 45) (110 mg, 0.18 mmol) was dissolved in methanol(15 ml) and sodium carbonate solution in water (1.5 ml, 0.765 m, 1.15 mmol) was added. The reaction mixture was stirred for 56 hrs, after which time the reaction was heated to 50° C. and sodium carbonate (1.5 ml, 1.15 mmol) was added. The mixture was heated for 18 hrs ... The reactants are FC=1C=C(C=CC1F)NC(CC1=CC(=NN1)NC1=C2C3=C(C(NC2=NC=C1)=O)C=CC=C3)=O (N-(3,4-Difluorophenyl)-2-(3-(6-oxo-5,6-dihydrobenzo[c][1,8]naphthyridin-1-ylamino)-1H-pyrazol-5-yl)acetamide), FC=1C=C(N)C=CC1 (3-fluoroaniline). The product is FC=1C=C(C=CC1)NC(CC1=CC(=NN1)NC1=C2C3=C(C(NC2=NC=C1)=O)C=CC=C3)=O (N-(3-Fluorophenyl)-2-(3-(6-oxo-5,6-dihydrobenzo[c][1,8]naphthyridin-1-ylamino)-1H-pyrazol-5-yl)acetamide). As a reaction SMILES: [F:1][C:2]1[CH:3]=[C:4]([NH:9][C:10](=[O:33])[CH2:11][C:12]2[NH:16][N:15]=[C:14]([NH:17][C:18]3[CH:27]=[CH:26][N:25]=[C:24]4[C:19]=3[C:20]3[CH:32]=[CH:31][CH:30]=[CH:29][C:21]=3[C:22](=[O:28])[NH:23]4)[CH:13]=2)[CH:5]=[CH:6][C:7]=1F.FC1C=C(C=CC=1)N>>[F:1][C:2]1[CH:3]=[C:4]([NH:9][C:10](=[O:33])[CH2:11][C:12]2[NH:16][N:15]=[C:14]([NH:17][C:18]3[CH:27]=[CH:26][N:25]=[C:24]4[C:19]=3[C:20]3[CH:32]=[CH:31][CH:30]=[CH:29][C:21]=3[C:22](=[O:28])[NH:23]4)[CH:13]=2)[CH:5]=[CH:6][CH:7]=1. Procedure: The title compound was synthesized according to the procedure described for the preparation of Example 300 using the carboxylic acid intermediate from example 313 and 3-fluoroaniline to provide 314. LC-MS (M+H=429, obsd.=429). Reaction SMILES: [Cl:1][C:2]1[CH:7]=[CH:6][C:5]([C:8]2[N:16]([CH2:17][C:18]([OH:20])=[O:19])[C:11]3=[N:12][CH:13]=[CH:14][CH:15]=[C:10]3[N:9]=2)=[CH:4][CH:3]=1.C(N1C=CN=C1)(N1C=CN=C1)=O.[NH2:33][CH:34]1[CH2:38][CH2:37][N:36]([CH2:39][CH3:40])[CH2:35]1>O1CCCC1>[OH2:19].[ClH:1].[Cl:1][C:2]1[CH:3]=[CH:4][C:5]([C:8]2[N:16]([CH2:17][C:18]([NH:33][CH:34]3[CH2:38][CH2:37][N:36]([CH2:39][CH3:40])[CH2:35]3)=[O:20])[C:11]3=[N:12][CH:13]=[CH:14][CH:15]=[C:10]3[N:9]=2)=[CH:6][CH:7]=1 |f:4.5.6|. The product is O.Cl.ClC1=CC=C(C=C1)C1=NC=2C(=NC=CC2)N1CC(=O)NC1CN(CC1)CC (2-(4-Chlorophenyl)-N-(1-ethyl-3-pyrrolidinyl)-3H-imidazo[4,5-b]pyridine-3-acetamide hydrochloride hydrate). Procedure: A mixture of 2-(4-chlorophenyl)-3H-imidazo[4,5-b]pyridine-3-acetic acid, (5.0 g, 0.0174 mole) and 1,1'-carbonyldiimidazole (2.82 g, 0.0174 mole) in 150 ml of tetrahydrofuran was stirred at room temperature for 3 hrs. 3-Amino-N-ethylpyrrolidine (2.18 g, 0.019 mole) was added dropwise and the reaction mixture was allowed to stir at room temperature overnight. The reactants are ClC1=CC=C(C=C1)C1=NC=2C(=NC=CC2)N1CC(=O)O (2-(4-chlorophenyl)-3H-imidazo[4,5-b]pyridine-3-acetic acid), C(=O)(N1C=NC=C1)N1C=NC=C1 (1,1'-carbonyldiimidazole), NC1CN(CC1)CC (3-Amino-N-ethylpyrrolidine). Reaction conditions: time 3 hour. The solvent is O1CCCC1 (tetrahydrofuran). Reactants: Cl (hydrochloric acid), NC1=NC=2C=C(C=CC2C2=C1N=C(N2CCCCNC(OC(C)(C)C)=O)CCOC)OCC2=CC=CC=C2 (tert-butyl {4-[4-amino-7-benzyloxy-2-(2-methoxyethyl)-1H-imidazo[4,5-c]quinolin-1-yl]butyl}carbamate), [OH-].[NH4+] (ammonium hydroxide). Run in O (water), C(C)O (ethanol). Run at temperature 70 celsius. Product: NCCCCN1C(=NC=2C(=NC=3C=C(C=CC3C21)OCC2=CC=CC=C2)N)CCOC (1-(4-aminobutyl)-7-benzyloxy-2-(2-methoxyethyl)-1H-imidazo[4,5-c]quinolin-4-amine). Reaction SMILES: Cl.[NH2:2][C:3]1[C:12]2[N:13]=[C:14]([CH2:28][CH2:29][O:30][CH3:31])[N:15]([CH2:16][CH2:17][CH2:18][CH2:19][NH:20]C(=O)OC(C)(C)C)[C:11]=2[C:10]2[CH:9]=[CH:8][C:7]([O:32][CH2:33][C:34]3[CH:39]=[CH:38][CH:37]=[CH:36][CH:35]=3)=[CH:6][C:5]=2[N:4]=1.[OH-].[NH4+]>C(O)C.O>[NH2:20][CH2:19][CH2:18][CH2:17][CH2:16][N:15]1[C:11]2[C:10]3[CH:9]=[CH:8][C:7]([O:32][CH2:33][C:34]4[CH:35]=[CH:36][CH:37]=[CH:38][CH:39]=4)=[CH:6][C:5]=3[N:4]=[C:3]([NH2:2])[C:12]=2[N:13]=[C:14]1[CH2:28][CH2:29][O:30][CH3:31] |f:2.3|. Reported procedure: A solution of hydrochloric acid (9.25 mL of 2 M) in ethanol was added to tert-butyl {4-[4-amino-7-benzyloxy-2-(2-methoxyethyl)-1H-imidazo[4,5-c]quinolin-1-yl]butyl}carbamate (2 g, 4 mmol), and the reaction was heated at 70° C. for 5 hours. The reaction was allowed to cool to ambient temperature, and nitrogen gas was bubbled through the solution overnight. The solvent was removed under reduced pressure, and the residue was triturated with diethyl ether to provide a sticky solid, which was dissolv...